Task: describe an organic reaction: reactants, conditions, products, and yield. Dataset: the Open Reaction Database (ORD), a public repository of structured organic reaction records RXN SMILES: [CH2:1]([O:3][C:4](=[O:16])[CH2:5][CH2:6][CH2:7][CH2:8][CH2:9][CH2:10][CH2:11][CH2:12][CH2:13][CH2:14][Br:15])[CH3:2].[C:17]1([P:23]([C:30]2[CH:35]=[CH:34][CH:33]=[CH:32][CH:31]=2)[C:24]2[CH:29]=[CH:28][CH:27]=[CH:26][CH:25]=2)[CH:22]=[CH:21][CH:20]=[CH:19][CH:18]=1.[C:36](#N)C>>[PH4+:23].[Br-:15].[C:4]([CH2:5][CH2:6][CH2:7][CH2:8][CH2:9][CH2:10][CH2:11][CH2:12][CH2:13][CH2:14][CH2:36][P+:23]([C:17]1[CH:18]=[CH:19][CH:20]=[CH:21][CH:22]=1)([C:24]1[CH:29]=[CH:28][CH:27]=[CH:26][CH:25]=1)[C:30]1[CH:31]=[CH:32][CH:33]=[CH:34][CH:35]=1)([O:3][CH2:1][CH3:2])=[O:16] |f:4.5|. Reactants: C(C)OC(CCCCCCCCCCBr)=O (Ethyl-11-bromoundecanoate), C(C)#N (acetonitrile), C1(=CC=CC=C1)P(C1=CC=CC=C1)C1=CC=CC=C1 (Triphenyl phosphine). The yield is 83.0%. Reported procedure: Ethyl-11-bromoundecanoate (36.0 g, 123 mmol) and acetonitrile (200 ml) were placed in a flame-dried three-neck 500 ml round-bottomed flask equipped with a reflux condenser. Triphenyl phosphine (35.5 g, 135 mmol) was added to the solution and the reaction mixture was refluxed for 36 hours under anhydrous conditions. After the reaction mixture had cooled to room temperature, the acetonitrile was removed under reduced pressure. The crude product was triturated with ether. The solid was filtered and... Yields the product [PH4+] (phosphonium), [Br-].C(=O)(OCC)CCCCCCCCCCC[P+](C1=CC=CC=C1)(C1=CC=CC=C1)C1=CC=CC=C1 (11-carbethoxyundecyltriphenylphosphonium bromide). Starting materials: BrC=1C=CC(=C(C=O)C1)F (5-bromo-2-fluorobenzaldehyde), [H-].[Na+] (sodium hydride), SCC(=O)OC (methyl mercaptoacetate). Product: BrC=1C=CC2=C(C=C(S2)C(=O)OC)C1 (Methyl 5-bromo-1-benzothiophene-2-carboxylate). RXN SMILES: [Br:1][C:2]1[CH:3]=[CH:4][C:5](F)=[C:6]([CH:9]=1)[CH:7]=O.[H-].[Na+].[SH:13][CH2:14][C:15]([O:17][CH3:18])=[O:16]>>[Br:1][C:2]1[CH:3]=[CH:4][C:5]2[S:13][C:14]([C:15]([O:17][CH3:18])=[O:16])=[CH:7][C:6]=2[CH:9]=1 |f:1.2|. Reported procedure: Starting from 2.99 g (14.7 mmol) of 5-bromo-2-fluorobenzaldehyde, by general method A with 0.88 g (22.1 mmol) of sodium hydride (60%) and 1.72 g (16.2 mmol) of methyl mercaptoacetate, 2.76 g (69.1% of theory) of the title compound are obtained. The reactants are C1(CC1)NC(C)C1=NC=CC=C1 (cyclopropyl(1-pyridin-2-yl)ethylamine), C(C)C1=CC(=C(NC1=O)C)C1=CC=C(S1)S(=O)(=O)Cl (5-(5-ethyl-2-methyl-6-oxo-1,6-dihydropyridin-3-yl)thiophene-2-sulfonyl chloride). The solvent is ClCCl (dichloromethane). Conditions: time 8 hour. Yields the product C1(CC1)N(S(=O)(=O)C=1SC(=CC1)C1=C(NC(C(=C1)CC)=O)C)C(C)C1=NC=CC=C1 (5-(5-ethyl-2-methyl-6-oxo-1,6-dihydropyridin-3-yl)thiophene-2-sulfonic acid cyclopropyl(1-pyridin-2-yl)ethylamide). Yield: 42.3%. RXN SMILES: [CH:1]1([NH:4][CH:5]([C:7]2[CH:12]=[CH:11][CH:10]=[CH:9][N:8]=2)[CH3:6])[CH2:3][CH2:2]1.[CH2:13]([C:15]1[C:20](=[O:21])[NH:19][C:18]([CH3:22])=[C:17]([C:23]2[S:27][C:26]([S:28](Cl)(=[O:30])=[O:29])=[CH:25][CH:24]=2)[CH:16]=1)[CH3:14]>ClCCl>[CH:1]1([N:4]([CH:5]([C:7]2[CH:12]=[CH:11][CH:10]=[CH:9][N:8]=2)[CH3:6])[S:28]([C:26]2[S:27][C:23]([C:17]3[CH:16]=[C:15]([CH2:13][CH3:14])[C:20](=[O:21])[NH:19][C:18]=3[CH3:22])=[CH:24][CH:25]=2)(=[O:29])=[O:30])[CH2:3][CH2:2]1. Reported procedure: A mixture of cyclopropyl(1-pyridin-2-yl)ethylamine (73.5 mg, 0.453 mmol), 5-(5-ethyl-2-methyl-6-oxo-1,6-dihydropyridin-3-yl)thiophene-2-sulfonyl chloride (144 mg, 0.453 mmol), PS-piperidinomethyl (155 mg, 0.542 mmol, beads) and dichloromethane (5 mL) is stirred at room temperature overnight. The reaction mixture is filtered and the filtrate is evaporated. The residue is purified by chromatography on an ISCO Redisep 10 g cartridge eluting with ethyl acetate-5% methanol to afford 5-(5-ethyl-2-meth... The solvent is O (water), C1CCOC1 (THF). As a reaction SMILES: C([Li])CCC.Br[C:7]1[CH:20]=[CH:19][C:10]([CH2:11][O:12][C:13]2[CH:18]=[CH:17][CH:16]=[CH:15][N:14]=2)=[CH:9][CH:8]=1.[C:21](=[O:23])=[O:22]>C1COCC1.O>[N:14]1[CH:15]=[CH:16][CH:17]=[CH:18][C:13]=1[O:12][CH2:11][C:10]1[CH:19]=[CH:20][C:7]([C:21]([OH:23])=[O:22])=[CH:8][CH:9]=1. Reactants: C(CCC)[Li] (n-Butyllithium), BrC1=CC=C(COC2=NC=CC=C2)C=C1 (2-(4-bromobenzyloxy)pyridine), C(=O)=O (dry ice). Conditions: time 15 minute. Yields the product N1=C(C=CC=C1)OCC1=CC=C(C(=O)O)C=C1 (4-(Pyridin-2-yloxymethyl)benzoic acid). Procedure details: n-Butyllithium (1.6 M in hexane, 11.4 ml) was added to a solution of 2-(4-bromobenzyloxy)pyridine (4.2 g) in THF (120 ml) at −78° C. After 15 minutes, dry ice (7 g) was added. After warming to room temperature, the mixture was diluted with water and extracted with ethyl acetate. The aqueous phase was acidified and again extracted with ethyl acetate. The organic phase was dried over magnesium sulfate, filtered and concentrated. The product with the molecular weight of 229.24 (C13H11NO3); MS (ESI)... Reaction SMILES: [CH2:12]([CH2:13][CH3:14])[c:15]1[cH:16][cH:17][c:18](-[c:21]2[c:22]([F:33])[c:23]3[c:24]([F:32])[c:25]([F:31])[cH:26][cH:27][c:28]3[cH:29][cH:30]2)[cH:19][cH:20]1.[CH2:7]([Li:8])[CH2:9][CH2:10][CH3:11].[CH3:1][CH2:2][CH2:3][CH2:4][CH2:5][CH3:6].[CH3:34][I:35].[CH3:39][C:40](=[O:41])[OH:42].[O:43]1[CH2:44][CH2:45][CH2:46][CH2:47]1.[OH2:38].[OH:36][OH:37]>>[CH2:12]([CH2:13][CH3:14])[c:15]1[cH:16][cH:17][c:18](-[c:21]2[c:22]([F:33])[c:23]3[c:24]([F:32])[c:25]([F:31])[c:26]([OH:36])[cH:27][c:28]3[cH:29][cH:30]2)[cH:19][cH:20]1. Reactants: CCCc1ccc(-c2ccc3ccc(F)c(F)c3c2F)cc1, [Li]CCCC, CCCCCC, CI, CC(=O)O, C1CCOC1, O, OO. The product is CCCc1ccc(-c2ccc3cc(O)c(F)c(F)c3c2F)cc1. Reported procedure: A solution of 4-phenylpyridine-N-oxide (8.55 g, 50 mmol) in acetic anhydride (250 ml) was heated under reflux for sixteen hours. Acetic anhydride was then removed under vacuum and the residue was dissolved in absolute ethanol (200 ml) and 80% sodium hydride (1.5 g, 50 mmol) was added in small portions. The mixture was stirred for 2 hours under nitrogen, then evaporated and the residue was dissolved in ethyl acetate and dilute hydrochloric acid. The phases were separated and the aqueous phase was... Starting materials: C1(=CC=CC=C1)C1=CC=[N+](C=C1)[O-] (4-phenylpyridine-N-oxide), C(C)(=O)OC(C)=O (acetic anhydride), [H-].[Na+] (sodium hydride). Yields the product C1(=CC=CC=C1)C1=CC(NC=C1)=O (4-Phenyl-2-pyridone). Run at time 2 hour. As a reaction SMILES: [C:1]1([C:7]2[CH:12]=[CH:11][N+:10]([O-])=[CH:9][CH:8]=2)[CH:6]=[CH:5][CH:4]=[CH:3][CH:2]=1.[H-].[Na+].C(OC(=O)C)(=[O:18])C>>[C:1]1([C:7]2[CH:12]=[CH:11][NH:10][C:9](=[O:18])[CH:8]=2)[CH:6]=[CH:5][CH:4]=[CH:3][CH:2]=1 |f:1.2|. Starting materials: O=C(CBr)c1ccc(Cl)cc1, c1ccc(CCC2CCCNC2)cc1, CC#N, [K+], [K+], O=C([O-])[O-]. The product is O=C(CN1CCCC(CCc2ccccc2)C1)c1ccc(Cl)cc1. RXN SMILES: [Br:15][CH2:16][C:17](=[O:18])[c:19]1[cH:20][cH:21][c:22]([Cl:25])[cH:23][cH:24]1.[CH2:1]([CH2:2][c:3]1[cH:4][cH:5][cH:6][cH:7][cH:8]1)[CH:9]1[CH2:10][NH:11][CH2:12][CH2:13][CH2:14]1.[CH3:32][C:33]#[N:34].[K+:26].[K+:27].[O-:28][C:29]([O-:30])=[O:31]>>[CH2:1]([CH2:2][c:3]1[cH:4][cH:5][cH:6][cH:7][cH:8]1)[CH:9]1[CH2:10][N:11]([CH2:16][C:17](=[O:18])[c:19]2[cH:20][cH:21][c:22]([Cl:25])[cH:23][cH:24]2)[CH2:12][CH2:13][CH2:14]1. The reactants are BrC=1C=CC(=C(C(=O)O)C1)Cl (5-bromo-2-chlorobenzoic acid), CN(C)C=O (DMF), C(C(=O)Cl)(=O)Cl (oxalyl chloride), C1(CC1)N (cyclopropylamine), CCN(C(C)C)C(C)C (Hunig's base). Run in C1(=CC=CC=C1)C (toluene). Conditions: temperature 0 celsius, time 2 hour. The product is BrC=1C=CC(=C(C(=O)NC2CC2)C1)Cl (5-Bromo-2-chloro-N-cyclopropylbenzamide). Reaction SMILES: [Br:1][C:2]1[CH:3]=[CH:4][C:5]([Cl:11])=[C:6]([CH:10]=1)[C:7]([OH:9])=O.CN(C=O)C.C(Cl)(=O)C(Cl)=O.[CH:23]1([NH2:26])[CH2:25][CH2:24]1.CCN(C(C)C)C(C)C>C1(C)C=CC=CC=1>[Br:1][C:2]1[CH:3]=[CH:4][C:5]([Cl:11])=[C:6]([CH:10]=1)[C:7]([NH:26][CH:23]1[CH2:25][CH2:24]1)=[O:9]. Reported procedure: To a toluene solution (1 M) of 5-bromo-2-chlorobenzoic acid (1 eq.) and DMF (1.2 eq.) was added at 0° C. oxalyl chloride (1.2 eq.) dropwise over 1 h. The resulting solution was stirred at 0° C. for 2 h before the volatiles were removed in vacuo. The resulting residue was taken up in dichloromethane (1 M), cooled to 0° C. and added sequentially cyclopropylamine (1.5 eq.) and Hunig's base (2 eq.) dropwise over 1 h. The resulting suspension was stirred at RT for 18 h. The reaction was quenched with...